The task is: describe an organic reaction: reactants, conditions, products, and yield. This data is from the Open Reaction Database (ORD), a public repository of structured organic reaction records. Starting materials: C(C)(=O)C1=CC=C(C=C1)N1N=C(C=2CCC3=C(C12)C=C(C=C3)NC(=O)C=3C(=NC=CC3)Cl)C(=O)N (1-(4-acetylphenyl)-8-{[(2-chloropyridin-3-yl)carbonyl]amino}-4,5-dihydro-1H-benzo[g]indazole-3-carboxamide), [BH4-].[Na+] (NaBH4). Run in CO (MeOH), O (water). Run at time 14 hour. Yields the product ClC1=NC=CC=C1C(=O)NC1=CC2=C(CCC=3C(=NN(C23)C2=CC=C(C=C2)C(C)O)C(=O)N)C=C1 (8-{[(2-chloropyridin-3-yl)carbonyl]amino}-1-[4-(1-hydroxyethyl)phenyl]-4,5-dihydro-1H-benzo[g]indazole-3-carboxamide). Yield: 50.0%. Reaction SMILES: [C:1]([C:4]1[CH:9]=[CH:8][C:7]([N:10]2[C:18]3[C:17]4[CH:19]=[C:20]([NH:23][C:24]([C:26]5[C:27]([Cl:32])=[N:28][CH:29]=[CH:30][CH:31]=5)=[O:25])[CH:21]=[CH:22][C:16]=4[CH2:15][CH2:14][C:13]=3[C:12]([C:33]([NH2:35])=[O:34])=[N:11]2)=[CH:6][CH:5]=1)(=[O:3])[CH3:2].[BH4-].[Na+]>CO.O>[Cl:32][C:27]1[C:26]([C:24]([NH:23][C:20]2[CH:21]=[CH:22][C:16]3[CH2:15][CH2:14][C:13]4[C:12]([C:33]([NH2:35])=[O:34])=[N:11][N:10]([C:7]5[CH:8]=[CH:9][C:4]([CH:1]([OH:3])[CH3:2])=[CH:5][CH:6]=5)[C:18]=4[C:17]=3[CH:19]=2)=[O:25])=[CH:31][CH:30]=[CH:29][N:28]=1 |f:1.2|. Reported procedure: A mixture of 1-(4-acetylphenyl)-8-{[(2-chloropyridin-3-yl)carbonyl]amino}-4,5-dihydro-1H-benzo[g]indazole-3-carboxamide (200 mg, 0.41 mmol) in MeOH (3 mL) and water (0.3 mL) was added NaBH4 (10 mg, 0.25 mmol) at RT and stirred for 14 h. The mixture was separated on silica gel column (EtOAc) to give product (100 mg, 50%). 1H NMR was consistent with its structure. The reactants are CCOC(=O)C1CN(CC(=O)Nc2ccc(-n3ccccc3=O)cc2F)CC1NC(=O)c1ccc(Cl)s1, C1CCOC1, [Li+], [OH-], O, O. Product: [Li+], O=C(CN1CC(NC(=O)c2ccc(Cl)s2)C(C(=O)[O-])C1)Nc1ccc(-n2ccccc2=O)cc1F. RXN SMILES: [CH2:1]([CH3:2])[O:3][C:4](=[O:5])[CH:6]1[CH2:7][N:8]([CH2:20][C:21]([NH:22][c:23]2[c:24]([F:36])[cH:25][c:26](-[n:29]3[c:30](=[O:35])[cH:31][cH:32][cH:33][cH:34]3)[cH:27][cH:28]2)=[O:37])[CH2:9][CH:10]1[NH:11][C:12](=[O:13])[c:14]1[s:15][c:16]([Cl:19])[cH:17][cH:18]1.[CH2:41]1[O:42][CH2:43][CH2:44][CH2:45]1.[Li+:39].[OH-:38].[OH2:40].[OH2:46]>>[Li+:39].[O:3]=[C:4]([O-:5])[CH:6]1[CH2:7][N:8]([CH2:20][C:21]([NH:22][c:23]2[c:24]([F:36])[cH:25][c:26](-[n:29]3[c:30](=[O:35])[cH:31][cH:32][cH:33][cH:34]3)[cH:27][cH:28]2)=[O:37])[CH2:9][CH:10]1[NH:11][C:12](=[O:13])[c:14]1[s:15][c:16]([Cl:19])[cH:17][cH:18]1. The reactants are [N-]=[N+]=[N-].[Na+] (sodium azide), CC=1C=C(C=C2C=NNC12)CC(C(=O)NCC(C)(C)C)NC(OCC1=CC=CC=C1)=O (benzyl 3-(7-methyl-1H-indazol-5-yl)-1-(neopentylamino)-1-oxopropan-2-ylcarbamate), P(Cl)(Cl)(Cl)(Cl)Cl (phosphorus pentachloride), N1=CC=CC2=CC=CC=C12 (quinoline). The solvent is C(Cl)(Cl)Cl (chloroform), C(Cl)(Cl)Cl (chloroform). Conditions: time 2 hour. The product is CC=1C=C(C=C2C=NNC12)CC(C1=NN=NN1CC(C)(C)C)NC(OCC1=CC=CC=C1)=O ((±)-Benzyl 2-(7-methyl-1H-indazol-5-yl)-1-(1-neopentyl-1H-tetrazol-5-yl)ethylcarbamate). As a reaction SMILES: [CH3:1][C:2]1[CH:3]=[C:4]([CH2:11][CH:12]([NH:21][C:22](=[O:31])[O:23][CH2:24][C:25]2[CH:30]=[CH:29][CH:28]=[CH:27][CH:26]=2)[C:13]([NH:15][CH2:16][C:17]([CH3:20])([CH3:19])[CH3:18])=O)[CH:5]=[C:6]2[C:10]=1[NH:9][N:8]=[CH:7]2.P(Cl)(Cl)(Cl)(Cl)Cl.N1C2C(=CC=CC=2)C=CC=1.[N-:48]=[N+:49]=[N-:50].[Na+]>C(Cl)(Cl)Cl>[CH3:1][C:2]1[CH:3]=[C:4]([CH2:11][CH:12]([NH:21][C:22](=[O:31])[O:23][CH2:24][C:25]2[CH:30]=[CH:29][CH:28]=[CH:27][CH:26]=2)[C:13]2[N:15]([CH2:16][C:17]([CH3:20])([CH3:19])[CH3:18])[N:50]=[N:49][N:48]=2)[CH:5]=[C:6]2[C:10]=1[NH:9][N:8]=[CH:7]2 |f:3.4|. Procedure: A solution of benzyl 3-(7-methyl-1H-indazol-5-yl)-1-(neopentylamino)-1-oxopropan-2-ylcarbamate (0.17 g, 0.402 mmol) in chloroform (0.5 mL) was added to a mixture of phosphorus pentachloride (0.17 g, 0.802 mmol) and quinoline (0.2 mL) in chloroform (1.0 mL). After stirring at room temperature for 2 h, the solvents were removed in vacuo. The crude mixture was dissolved in acetonitrile (2.0 mL) and treated with sodium azide (78 mg, 3.0 equiv). After stirring the mixture at 40° C. overnight, the sol... Reactants: COC(C1=CC(=CC=C1)NC(CN1C(N(C2=C(C(=N1)C1CCCCC1)C=CC=C2)CC(C(C)(C)C)=O)=O)=O)=O (3-{2-[5-Cyclohexyl-1-(3,3-dimethyl-2-oxo-butyl)-2-oxo-1,2-dihydro-3H-1,3,4-benzotriazepin-3-yl]-acetylamino}-benzoic acid methyl ester), C1(CCCCC1)C1=NN(C(N(C2=C1C=CC=C2)CC(=O)C2CC2)=O)CC(=O)O ([5-cyclohexyl-1-(2-cyclopropyl-2-oxo-ethyl)-2-oxo-1,2-dihydro-3H-1,3,4-benzotriazepin-3-yl]-acetic acid), C(C)OC(CSC1=CC(=CC=C1)N)=O ((3-amino-phenylsulfanyl)-acetic acid ethyl ester), C1(CCCCC1)C1=NN(C(N(C2=C1C=CC=C2)CC(C(C)(C)C)=O)=O)CC(=O)O ([5-cyclohexyl-1-(3,3-dimethyl-2-oxo-butyl)-2-oxo-1,2-dihydro-3H-1,3,4-benzotriazepin-3-yl]-acetic acid), COC(C1=CC(=CC=C1)N)=O (3-amino-benzoic acid methyl ester). Yields the product C(C)OC(CN1C(N(C2=C(C(=N1)C1CCCCC1)C=CC=C2)CC(C(C)(C)C)=O)=O)=O ([5-cyclohexyl-1-(3,3-dimethyl-2-oxo-butyl)-2-oxo-1,2-dihydro-3H-1,3,4-benzotriazepin-3-yl]-acetic acid ethyl ester). RXN SMILES: COC(=O)C1C=CC=C(N[C:11](=[O:38])[CH2:12][N:13]2[N:19]=[C:18]([CH:20]3[CH2:25][CH2:24][CH2:23][CH2:22][CH2:21]3)[C:17]3[CH:26]=[CH:27][CH:28]=[CH:29][C:16]=3[N:15]([CH2:30][C:31](=[O:36])[C:32]([CH3:35])([CH3:34])[CH3:33])[C:14]2=[O:37])C=1.C1(C2C3C=CC=CC=3N([CH2:57][C:58](C3CC3)=[O:59])C(=O)N(CC(O)=O)N=2)CCCCC1.C(OC(=O)CSC1C=CC=C(N)C=1)C.C1(C2C3C=CC=CC=3N(CC(=O)C(C)(C)C)C(=O)N(CC(O)=O)N=2)CCCCC1.COC(=O)C1C=CC=C(N)C=1>>[CH2:58]([O:59][C:11](=[O:38])[CH2:12][N:13]1[N:19]=[C:18]([CH:20]2[CH2:21][CH2:22][CH2:23][CH2:24][CH2:25]2)[C:17]2[CH:26]=[CH:27][CH:28]=[CH:29][C:16]=2[N:15]([CH2:30][C:31](=[O:36])[C:32]([CH3:34])([CH3:33])[CH3:35])[C:14]1=[O:37])[CH3:57]. Procedure: The title compound was obtained by the method used in the preparation of 3-{2-[5-cyclohexyl-1-(3,3-dimethyl-2-oxo-butyl)-2-oxo-1,2-dihydro-3H-1,3,4-benzotriazepin-3-yl]-acetylamino}-benzoic acid methyl ester (Example 1) except [5-cyclohexyl-1-(2-cyclopropyl-2-oxo-ethyl)-2-oxo-1,2-dihydro-3H-1,3,4-benzotriazepin-3-yl]-acetic acid (Example 119, step a) and (3-amino-phenylsulfanyl)-acetic acid ethyl ester were used instead of [5-cyclohexyl-1-(3,3-dimethyl-2-oxo-butyl)-2-oxo-1,2-dihydro-3H-1,3,4-ben...